From a dataset of the Open Reaction Database (ORD), a public repository of structured organic reaction records. describe an organic reaction: reactants, conditions, products, and yield The reactants are C1CCOC1, O=Cc1ccc(-c2nc3nccn3cc2-c2ccccc2)cc1. The product is CC(O)c1ccc(-c2nc3nccn3cc2-c2ccccc2)cc1. Reaction SMILES: [CH2:24]1[O:25][CH2:26][CH2:27][CH2:28]1.[c:1]1(-[c:7]2[c:8](-[c:16]3[cH:17][cH:18][c:19]([CH:20]=[O:21])[cH:22][cH:23]3)[n:9][c:10]3[n:11]([cH:12]2)[cH:13][cH:14][n:15]3)[cH:2][cH:3][cH:4][cH:5][cH:6]1>>[c:1]1(-[c:7]2[c:8](-[c:16]3[cH:17][cH:18][c:19]([CH:20]([OH:21])[CH3:24])[cH:22][cH:23]3)[n:9][c:10]3[n:11]([cH:12]2)[cH:13][cH:14][n:15]3)[cH:2][cH:3][cH:4][cH:5][cH:6]1. Starting materials: C(C)SC=1C=2N(N=CC1C(=O)N)C=C(C2)C=2N=NN(N2)C (4-(ethylthio)-6-(2-methyl-2H-tetrazol-5-yl)pyrrolo[1,2-b]pyridazine-3-carboxamide), OOS(=O)[O-].[K+] (oxone). Run in CC(=O)C (acetone), O (water), O (water). Conditions: temperature 23 celsius, time 1 hour. Yields the product C(C)S(=O)C=1C=2N(N=CC1C(=O)N)C=C(C2)C=2N=NN(N2)C (4-(ethylsulfinyl)-6-(2-methyl-2H-tetrazol-5-yl)pyrrolo[1,2-b]pyridazine-3-carboxamide). Isolated yield 85.2%. RXN SMILES: [CH2:1]([S:3][C:4]1[C:5]2[N:6]([CH:13]=[C:14]([C:16]3[N:17]=[N:18][N:19]([CH3:21])[N:20]=3)[CH:15]=2)[N:7]=[CH:8][C:9]=1[C:10]([NH2:12])=[O:11])[CH3:2].[OH:22]OS([O-])=O.[K+]>CC(C)=O.O>[CH2:1]([S:3]([C:4]1[C:5]2[N:6]([CH:13]=[C:14]([C:16]3[N:17]=[N:18][N:19]([CH3:21])[N:20]=3)[CH:15]=2)[N:7]=[CH:8][C:9]=1[C:10]([NH2:12])=[O:11])=[O:22])[CH3:2] |f:1.2|. Procedure details: To a solution of 4-(ethylthio)-6-(2-methyl-2H-tetrazol-5-yl)pyrrolo[1,2-b]pyridazine-3-carboxamide (64 mg, 0.211 mmol) in acetone (1.0 mL) was added oxone (285 mg, 0.464 mmol) in water (1.0 mL). The reaction mixture was stirred at 23° C. for 1 hr. The reaction mixture was added 5 ml of water and stirred for 10 minutes. The solid was collected as the desired product (57.4 mg, 85% yield). 1H NMR (400 MHz, methanol-d4) δ 8.59 (d, J=1.8 Hz, 1H), 8.52 (s, 1H), 8.27 (d, J=1.5 Hz, 1H), 4.46 (s, 3H), 3.... Starting materials: S(O)(O)(=O)=O (sulfuric acid), [N+](=O)(O)[O-] (nitric acid), S(O)(O)(=O)=O (sulfuric acid), CC1=CC=C(C(=O)O)C=C1 (4-methylbenzoic acid). Conditions: temperature 0 celsius, time 30 minute. The product is CC1=C(C=C(C(=O)O)C=C1)[N+](=O)[O-] (4-Methyl-3-nitrobenzoic acid). Isolated yield 82.7%. As a reaction SMILES: S(=O)(=O)(O)O.[N+:6]([O-:9])(O)=[O:7].[CH3:10][C:11]1[CH:19]=[CH:18][C:14]([C:15]([OH:17])=[O:16])=[CH:13][CH:12]=1>>[CH3:10][C:11]1[CH:19]=[CH:18][C:14]([C:15]([OH:17])=[O:16])=[CH:13][C:12]=1[N+:6]([O-:9])=[O:7]. Reported procedure: Conc. sulfuric acid (25 ml; 0.5 equiv.) was added over a period of 10 minutes to nitric acid at 0° C. (69-72%; 25 ml; 0.5 equiv.). The resulting mixture was stirred for 30 minutes at 0° C. Conc. sulfuric acid (75 ml; 1.5 equiv.) was added at room temperature, over a period of 20 minutes, to 4-methylbenzoic acid (50 g; 1 equiv.). The resulting suspension was cooled to 0° C., and the nitrating acid was added thereto over a period of 45 minutes. The resulting reaction mixture was stirred for 1 hour... Run at temperature 90 celsius, time 10 minute. The product is NC1=NC=2C=CC=CC2C=2C1=NN(C2CCCCN2C(C1=CC=CC=C1C2=O)=O)CCC (2-[4-(4-amino-2-propyl-2H-pyrazolo[3,4-c]quinolin-1-yl)butyl]-1H-isoindole-1,3(2H)-dione). Reported procedure: A mixture of potassium phthalimide (6.61 g, 35.7 mmol), sodium iodide (0.669 g, 4.46 mmol) and 1-(4-chlorobutyl)-2-propyl-2H-pyrazolo[3,4-c]quinolin-4-amine (prepared as described in Example 46, 5.65 g, 17.8 mmol) in DMF (30 mL) was heated at 90° C. for 3 hours. The reaction mixture was allowed to cool to room temperature overnight, then was diluted with ice water (300 mL) and stirred for 10 minutes. A solid formed that was collected by filtration and dried to yield 7.14 g of 2-[4-(4-amino-2-pro... The solvent is CN(C)C=O (DMF), ice water. As a reaction SMILES: [C:1]1(=[O:11])[NH:5][C:4](=[O:6])[C:3]2=[CH:7][CH:8]=[CH:9][CH:10]=[C:2]12.[K].[I-].[Na+].Cl[CH2:16][CH2:17][CH2:18][CH2:19][C:20]1[N:21]([CH2:34][CH2:35][CH3:36])[N:22]=[C:23]2[C:32]=1[C:31]1[CH:30]=[CH:29][CH:28]=[CH:27][C:26]=1[N:25]=[C:24]2[NH2:33]>CN(C=O)C>[NH2:33][C:24]1[C:23]2=[N:22][N:21]([CH2:34][CH2:35][CH3:36])[C:20]([CH2:19][CH2:18][CH2:17][CH2:16][N:5]3[C:1](=[O:11])[C:2]4[C:3](=[CH:7][CH:8]=[CH:9][CH:10]=4)[C:4]3=[O:6])=[C:32]2[C:31]2[CH:30]=[CH:29][CH:28]=[CH:27][C:26]=2[N:25]=1 |f:0.1,2.3,^1:11|. The yield is 93.8%. Reactants: C1(C=2C(C(N1)=O)=CC=CC2)=O.[K] (potassium phthalimide), [I-].[Na+] (sodium iodide), ClCCCCC=1N(N=C2C(=NC=3C=CC=CC3C21)N)CCC (1-(4-chlorobutyl)-2-propyl-2H-pyrazolo[3,4-c]quinolin-4-amine). Reactants: C1(CCCCC1)=O (cyclohexanone), C(C1=CC=CC=C1)OC1=C(C=CC(=C1)CBr)[N+](=O)[O-] (2-benzyloxy-4-bromomethyl-1-nitrobenzene), C(=O)(O)[O-].[Na+] (NaHCO3), C(C)(C)NC(C)C (diisopropylamine), C(CCC)[Li] (n-butyllithium). Solvent: C1CCOC1 (THF), C1CCOC1 (THF), C1CCOC1 (THF). Run at temperature -78 celsius, time 20 minute. Yields the product C(C1=CC=CC=C1)OC=1C=C(CC2C(CCCC2)=O)C=CC1[N+](=O)[O-] (2-(3-Benzyloxy-4-nitrobenzyl)-cyclohexanone). As a reaction SMILES: C(NC(C)C)(C)C.C([Li])CCC.[C:13]1(=[O:19])[CH2:18][CH2:17][CH2:16][CH2:15][CH2:14]1.[CH2:20]([O:27][C:28]1[CH:33]=[C:32]([CH2:34]Br)[CH:31]=[CH:30][C:29]=1[N+:36]([O-:38])=[O:37])[C:21]1[CH:26]=[CH:25][CH:24]=[CH:23][CH:22]=1.C([O-])(O)=O.[Na+]>C1COCC1>[CH2:20]([O:27][C:28]1[CH:33]=[C:32]([CH:31]=[CH:30][C:29]=1[N+:36]([O-:38])=[O:37])[CH2:34][CH:14]1[CH2:15][CH2:16][CH2:17][CH2:18][C:13]1=[O:19])[C:21]1[CH:26]=[CH:25][CH:24]=[CH:23][CH:22]=1 |f:4.5|. Reported procedure: To a stirred solution of diisopropylamine (0.44 mL, 3.1 mmol) in THF (5 mL) at 0° C. was added n-butyllithium (1.6 M in hexane, 1.94 mL, 3.1 mmol) dropwise and the solution is stirred for 20 min. After cooling the solution to −78° C., a solution of cyclohexanone (0.32 ml., 3.1 mmol) in THF (2 mL) is added dropwise. The solution is stirred at −78° C. for 1 h then a solution of 2-benzyloxy-4-bromomethyl-1-nitrobenzene (1.0 g, 3.1 mmol) in THF (3 mL) is added dropwise. The solution was warmed to RT... Starting materials: CC(C)(C)P(c1ccccc1-c1ccccc1)C(C)(C)C, CCOC(=O)C(Cc1cc(-c2ccc(Br)cc2)n(-c2ccc(C)cc2)n1)c1cccc(C)c1, C=CCN, Cc1ccccc1, CCOC(C)=O, [K+], [K+], [K+], O, O=P([O-])([O-])[O-]. Product: C=CCNc1ccc(-c2cc(CC(C(=O)OCC)c3cccc(C)c3)nn2-c2ccc(C)cc2)cc1. As a reaction SMILES: [C:1]([P:2]([C:3]([CH3:4])([CH3:5])[CH3:6])[c:7]1[cH:8][cH:9][cH:10][cH:11][c:12]1-[c:13]1[cH:14][cH:15][cH:16][cH:17][cH:18]1)([CH3:19])([CH3:20])[CH3:21].[CH2:30]([CH3:31])[O:32][C:33]([CH:34]([CH2:35][c:36]1[n:37][n:38](-[c:48]2[cH:49][cH:50][c:51]([CH3:54])[cH:52][cH:53]2)[c:39](-[c:41]2[cH:42][cH:43][c:44]([Br:47])[cH:45][cH:46]2)[cH:40]1)[c:55]1[cH:56][c:57]([CH3:61])[cH:58][cH:59][cH:60]1)=[O:62].[CH2:63]([CH:64]=[CH2:65])[NH2:66].[CH3:67][c:68]1[cH:69][cH:70][cH:71][cH:72][cH:73]1.[CH3:75][CH2:76][O:77][C:78](=[O:79])[CH3:80].[K+:27].[K+:28].[K+:29].[OH2:74].[P:22]([O-:23])([O-:24])([O-:25])=[O:26]>>[CH2:30]([CH3:31])[O:32][C:33]([CH:34]([CH2:35][c:36]1[n:37][n:38](-[c:48]2[cH:49][cH:50][c:51]([CH3:54])[cH:52][cH:53]2)[c:39](-[c:41]2[cH:42][cH:43][c:44]([NH:66][CH2:63][CH:64]=[CH2:65])[cH:45][cH:46]2)[cH:40]1)[c:55]1[cH:56][c:57]([CH3:61])[cH:58][cH:59][cH:60]1)=[O:62]. Starting materials: C30H35ClN6O4, NCCCC[C@@H](C1=NC2=C(N1)C=CC(=C2)Cl)NC(C2=CC(=C(C=C2)C(=O)N2CCCC2)C)=O (N-[(1S)-5-amino-1-(5-chloro-1H-benzimidazol-2-yl)pentyl]-3-methyl-4-(pyrrolidin-1-ylcarbonyl)benzamide), C(C)(C)N(CC)C(C)C (diisopropylethylamine), O=C1CC(CN1)C(=O)O (5-oxopyrrolidine-3-carboxylic acid). The solvent is CS(=O)C (dimethylsulfoxide). The product is ClC1=CC2=C(NC(=N2)[C@H](CCCCNC(=O)C2CNC(C2)=O)NC(C2=CC(=C(C=C2)C(=O)N2CCCC2)C)=O)C=C1 (N-{(1S)-1-(5-chloro-1H-benzimidazol-2-yl)-5-[(5-oxopyrrolidin-3-yl)carbonylamino]pentyl}-3-methyl-4-(pyrrolidin-1-ylcarbonyl)benzamide). Reaction SMILES: [NH2:1][CH2:2][CH2:3][CH2:4][CH2:5][C@H:6]([NH:17][C:18](=[O:33])[C:19]1[CH:24]=[CH:23][C:22]([C:25]([N:27]2[CH2:31][CH2:30][CH2:29][CH2:28]2)=[O:26])=[C:21]([CH3:32])[CH:20]=1)[C:7]1[NH:11][C:10]2[CH:12]=[CH:13][C:14]([Cl:16])=[CH:15][C:9]=2[N:8]=1.C(N(C(C)C)CC)(C)C.[O:43]=[C:44]1[NH:48][CH2:47][CH:46]([C:49](O)=[O:50])[CH2:45]1>CS(C)=O>[Cl:16][C:14]1[CH:13]=[CH:12][C:10]2[NH:11][C:7]([C@@H:6]([NH:17][C:18](=[O:33])[C:19]3[CH:24]=[CH:23][C:22]([C:25]([N:27]4[CH2:28][CH2:29][CH2:30][CH2:31]4)=[O:26])=[C:21]([CH3:32])[CH:20]=3)[CH2:5][CH2:4][CH2:3][CH2:2][NH:1][C:49]([CH:46]3[CH2:45][C:44](=[O:43])[NH:48][CH2:47]3)=[O:50])=[N:8][C:9]=2[CH:15]=1. Reported procedure: Prepared analogously to Example 1d from N-[(1S)-5-amino-1-(5-chloro-1H-benzimidazol-2-yl)pentyl]-3-methyl-4-(pyrrolidin-1-ylcarbonyl)benzamide, PFTU, diisopropylethylamine, and 5-oxopyrrolidine-3-carboxylic acid in dimethylsulfoxide. HPLC-MS results: retention time: 2.04 minutes; C30H35ClN6O4 (579.10); mass spectrum: (M−H)−=578. The yield is 17.3%. RXN SMILES: Cl[C:2]1[C:11]2[C:6](=[CH:7][CH:8]=[CH:9][C:10]=2[CH3:12])[N:5]=[N:4][C:3]=1[C:13]1[CH:18]=[CH:17][CH:16]=[CH:15][CH:14]=1.[OH-].[Na+]>O1CCOCC1.[Pd]>[CH3:12][C:10]1[CH:9]=[CH:8][CH:7]=[C:6]2[C:11]=1[CH:2]=[C:3]([C:13]1[CH:18]=[CH:17][CH:16]=[CH:15][CH:14]=1)[N:4]=[N:5]2 |f:1.2|. The reagents and catalysts are [Pd] (Pd-C). The product is CC1=C2C=C(N=NC2=CC=C1)C1=CC=CC=C1 (5-Methyl-3-phenylcinnoline). The solvent is O1CCOCC1 (dioxane). Procedure details: 12 g (47.2 mmol) of the compound from Example VII are hydrogenated for several hours at 3 bar in the Parr apparatus in 400 ml of dioxane and 75 ml of 1N NaOH in the presence of 1.5 g of Pd-C (5% strength) with TLC checking. Solid is then filtered off with suction through kieselguhr and the filtrate is concentrated on a rotary evaporator. After chromatography on silica gel (toluene→toluene/ethyl acetate 1:1), 1.8 g (17%) of the pure title compound are obtained. M.p.: 101° C. The reactants are ClC1=C(N=NC2=CC=CC(=C12)C)C1=CC=CC=C1 (4-Chloro-5-methyl-3-phenylcinnoline), [OH-].[Na+] (NaOH). Reactants: OC1=C(C(=O)O)C=CC=C1[N+](=O)[O-] (2-hydroxy-3-nitro-benzoic acid), IC (iodomethane), C([O-])([O-])=O.[K+].[K+] (potassium carbonate), CN(C=O)C (N,N-dimethylformamide), CCOCC (ether). Run at temperature 45 celsius. Product: COC(C1=C(C(=CC=C1)[N+](=O)[O-])OC)=O (2-methoxy-3-nitro-benzoic acid methyl ester). Reaction SMILES: O[C:2]1[C:10]([N+:11]([O-:13])=[O:12])=[CH:9][CH:8]=[CH:7]C=1C(O)=O.IC.[C:16](=[O:19])([O-])[O-].[K+].[K+].C[CH2:23][O:24][CH2:25][CH3:26].CN(C)C=[O:30]>>[CH3:23][O:24][C:25](=[O:30])[C:26]1[CH:7]=[CH:8][CH:9]=[C:10]([N+:11]([O-:13])=[O:12])[C:2]=1[O:19][CH3:16] |f:2.3.4|. Procedure: A solution of 15 g of 2-hydroxy-3-nitro-benzoic acid in 200 ml of N,N-dimethylformamide was treated with 58.1 g of iodomethane and 56.6 g of potassium carbonate, and the resultant heterogeneous mixture was stirred and heated to 45° C. for 20 hr. The mixture was cooled to room temperature, poured into ether, washed with water, washed with saturated sodium carbonate solution, washed with water, dried over magnesium sulfate, evaporated, and 14.2 g of 2-methoxy-3-nitro-benzoic acid methyl ester obta... Starting materials: C1(CC1)C(=O)Cl (cyclopropanecarbonyl chloride), NC1=NN2C(C=CC(=C2)OC=2C=CC(=C(C2)NC(=O)C2=CC(=NN2C)C)F)=N1 (N-{5-[(2-amino[1,2,4]triazolo[1,5-a]pyridin-6-yl)oxy]-2-fluorophenyl}-1,3-dimethyl-1H-pyrazole-5-carboxamide), C1(CC1)C(=O)Cl (Cyclopropanecarbonyl chloride). RXN SMILES: [NH2:1][C:2]1[N:28]=[C:5]2[CH:6]=[CH:7][C:8]([O:10][C:11]3[CH:12]=[CH:13][C:14]([F:27])=[C:15]([NH:17][C:18]([C:20]4[N:24]([CH3:25])[N:23]=[C:22]([CH3:26])[CH:21]=4)=[O:19])[CH:16]=3)=[CH:9][N:4]2[N:3]=1.[CH:29]1([C:32](Cl)=[O:33])[CH2:31][CH2:30]1>CN(C)C(=O)C.C(=O)([O-])O.[Na+]>[CH:29]1([C:32]([NH:1][C:2]2[N:28]=[C:5]3[CH:6]=[CH:7][C:8]([O:10][C:11]4[CH:12]=[CH:13][C:14]([F:27])=[C:15]([NH:17][C:18]([C:20]5[N:24]([CH3:25])[N:23]=[C:22]([CH3:26])[CH:21]=5)=[O:19])[CH:16]=4)=[CH:9][N:4]3[N:3]=2)=[O:33])[CH2:31][CH2:30]1 |f:3.4|. Procedure: To a solution of N-{5-[(2-amino[1,2,4]triazolo[1,5-a]pyridin-6-yl)oxy]-2-fluorophenyl}-1,3-dimethyl-1H-pyrazole-5-carboxamide (581 mg, 1.52 mmol) in N,N-dimethylacetamide (5 mL) was added with stirring under ice-cooling cyclopropanecarbonyl chloride (166 μL, 1.83 mmol), and the mixture was stirred at room temperature for 1 hr. Cyclopropanecarbonyl chloride (492 μL, 0.966 mmol) was further added and the mixture was stirred for 15 hr. The reaction mixture was diluted with saturated aqueous sodium ... Solvent: C(O)([O-])=O.[Na+] (sodium hydrogen carbonate), CN(C(C)=O)C (N,N-dimethylacetamide). Yields the product C1(CC1)C(=O)NC1=NN2C(C=CC(=C2)OC=2C=CC(=C(C2)NC(=O)C2=CC(=NN2C)C)F)=N1 (N-[5-({2-[(cyclopropylcarbonyl)amino][1,2,4]triazolo[1,5-a]pyridin-6-yl}oxy)-2-fluorophenyl]-1,3-dimethyl-1H-pyrazole-5-carboxamide). Yield: 71.0%.